This data is from the Open Reaction Database (ORD), a public repository of structured organic reaction records. The task is: describe an organic reaction: reactants, conditions, products, and yield Reactants: FC1=C(C(=C(C(=C1O)F)F)F)F (pentafluorophenol), C1CCC(CC1)N=C=NC2CCCCC2 (DCC), CCCCCC (hexane), C1CCC(CC1)N=C=NC2CCCCC2 (DCC), C(C=C)OCC1=C(C(=O)O)C=CC=C1OC (2-allyloxymethyl-3-methoxy benzoic acid). Run in C(C)(=O)OCC (ethyl acetate), C(C)(=O)OCC (ethyl acetate), C(C)(=O)OCC (ethyl acetate). The product is C(C=C)OCC1=C(C(=O)OC2=C(C(=C(C(=C2F)F)F)F)F)C=CC=C1OC (pentafluorophenyl 2-allyloxymethyl-3-methoxybenzoate). The yield is 110.0%. RXN SMILES: [CH2:1]([O:4][CH2:5][C:6]1[C:14]([O:15][CH3:16])=[CH:13][CH:12]=[CH:11][C:7]=1[C:8]([OH:10])=[O:9])[CH:2]=[CH2:3].[F:17][C:18]1[C:23](O)=[C:22]([F:25])[C:21]([F:26])=[C:20]([F:27])[C:19]=1[F:28].C1CCC(N=C=NC2CCCCC2)CC1.CCCCCC>C(OCC)(=O)C>[CH2:1]([O:4][CH2:5][C:6]1[C:14]([O:15][CH3:16])=[CH:13][CH:12]=[CH:11][C:7]=1[C:8]([O:10][C:23]1[C:22]([F:25])=[C:21]([F:26])[C:20]([F:27])=[C:19]([F:28])[C:18]=1[F:17])=[O:9])[CH:2]=[CH2:3]. Procedure details: Into a 200 mL round bottom flask was added 6.6 g (0.0297 mol) of 2-allyloxymethyl-3-methoxy benzoic acid and 40 mL of ethyl acetate. 24.05 g of a 25% pentafluorophenol (6.01 g, 0.0327 mol) solution in ethyl acetate was added while stirring. The reaction flask was placed into a water bath and while stirring small portions of DCC (6.2 g, 0.030 mol) were added. The stirring continued overnight at room temperature. The reaction was filtered through two Whatman #541 filters to remove the DCU precipit... Yields the product ClC1(C([C@@H]2CCC=C[C@H]12)=O)Cl ((1S,6R)-8,8-dichlorobicyclo[4.2.0]oct-2-en-7-one). Procedure details: Similarly, starting from (1S,6R,7R)-8,8-dichlorobicyclo[4.2.0]oct-2-en-7-ol, prepared as shown in Preparation 23, and following the procedure of Paragraph 24.A. above, (1S,6R)-8,8-dichlorobicyclo[4.2.0]oct-2-en-7-one is prepared, the compound of formula (XXXIX). The reactants are ClC1([C@@H]([C@@H]2CCC=C[C@H]12)O)Cl ((1S,6R,7R)-8,8-dichlorobicyclo[4.2.0]oct-2-en-7-ol), 24.A, CC=CCCCC(C)=O (oct-2-en-7-one). As a reaction SMILES: [Cl:1][C:2]1([Cl:11])[C@@H:9]2[C@@H:4]([CH2:5][CH2:6][CH:7]=[CH:8]2)[C@H:3]1[OH:10].CC=CCCCC(=O)C>>[Cl:1][C:2]1([Cl:11])[C@@H:9]2[C@@H:4]([CH2:5][CH2:6][CH:7]=[CH:8]2)[C:3]1=[O:10]. Reactants: N[C@@H](C(=O)O)CC1=CC(=C(C=C1)CC)CC ((R)-2-amino-3-(3,4-diethyl-phenyl)-propionic acid), C(C)OCC (diethyl ether), N(=O)[O-].[Na+] (sodium nitrite), ice. Solvent: OS(=O)(=O)O (H2SO4), O (water). Run at time 3 hour. The product is C(C)C=1C=C(C=CC1CC)C[C@H](C(=O)O)O ((R)-3-(3,4-diethyl-phenyl)-2-hydroxy-propionic acid). RXN SMILES: N([O-])=O.[Na+].N[C@H:6]([CH2:10][C:11]1[CH:16]=[CH:15][C:14]([CH2:17][CH3:18])=[C:13]([CH2:19][CH3:20])[CH:12]=1)[C:7]([OH:9])=[O:8].C([O:23]CC)C>O.OS(O)(=O)=O>[CH2:19]([C:13]1[CH:12]=[C:11]([CH2:10][C@@H:6]([OH:23])[C:7]([OH:9])=[O:8])[CH:16]=[CH:15][C:14]=1[CH2:17][CH3:18])[CH3:20] |f:0.1|. Reported procedure: A solution of 3.2 g (47 mmol) sodium nitrite in 20 mL water was slowly added dropwise with stirring to an ice-cooled mixture of 2.0 g (7.8 mmol) (R)-2-amino-3-(3,4-diethyl-phenyl)-propionic acid in 60 mL 0.5 M H2SO4. The reaction mixture was stirred for 3 h while cooling with ice and for 3 days at RT, combined with 80 mL diethyl ether, vigorously stirred and the organic phase is separated off. The aqueous phase was again extracted with 80 mL diethyl ether, the combined organic phases were dried ... Reactants: [O-]CC.[Na+] (sodium ethoxide), [Na] (sodium), C(C)(=O)O (acetic acid), NC#N (NH2CN), CC(C#N)(C)OC1=CC=CC=C1 (2-methyl-2-phenoxypropanenitrile). The solvent is C(C)O (ethanol), C(C)O (ethanol). Conditions: time 8 hour. Product: C(#N)N=C(C(C)(OC1=CC=CC=C1)C)OCC (ethyl N-cyano-2-methyl-2-phenoxypropanimidoate). Reaction SMILES: [O-:1][CH2:2][CH3:3].[Na+].[Na].[CH3:6][C:7]([O:11][C:12]1[CH:17]=[CH:16][CH:15]=[CH:14][CH:13]=1)([CH3:10])[C:8]#[N:9].C(O)(=O)C.[NH2:22][C:23]#N>C(O)C>[C:23]([N:9]=[C:8]([O:1][CH2:2][CH3:3])[C:7]([CH3:6])([O:11][C:12]1[CH:17]=[CH:16][CH:15]=[CH:14][CH:13]=1)[CH3:10])#[N:22] |f:0.1,^1:4|. Procedure details: To a solution of sodium ethoxide in ethanol, freshly prepared from sodium (0.02 mol) and ethanol (50 mL), was added 2-methyl-2-phenoxypropanenitrile from Step D (0.05 mol). The mixture was stirred overnight at room temperature, and then acetic acid (0.07 mol) was added, followed by addition of NH2CN (0.05 mol). The mixture was stirred for 3 hours and the solvent was removed. The residue was purified by column chromatography on silica gel (mobile phase: petroleum ether/ethyl acetate=4:1˜1:1) to g... Reactants: FC1=CC=C(C(=O)OCC)C=C1 (ethyl 4-fluorobenzoate), N1=CC=C(C=C1)C (4-picoline), [Li+].C[Si](C)(C)[N-][Si](C)(C)C (LiHMDS), solution, O (Water). Solvent: CCCCCC (Hexane), C1CCOC1 (THF), C(C)#N.O (acetonitrile water). Conditions: time 1 hour. Product: FC1=CC=C(C=C1)C(CC1=CC=NC=C1)=O (1-(4-fluorophenyl)-2-(4-pyridyl)-1-ethanone). RXN SMILES: [N:1]1[CH:6]=[CH:5][C:4]([CH3:7])=[CH:3][CH:2]=1.[Li+].C[Si]([N-][Si](C)(C)C)(C)C.[F:18][C:19]1[CH:29]=[CH:28][C:22]([C:23](OCC)=[O:24])=[CH:21][CH:20]=1.O>C1COCC1.C(#N)C.O.CCCCCC>[F:18][C:19]1[CH:29]=[CH:28][C:22]([C:23](=[O:24])[CH2:7][C:4]2[CH:5]=[CH:6][N:1]=[CH:2][CH:3]=2)=[CH:21][CH:20]=1 |f:1.2,6.7|. Procedure details: 4-picoline (40 g, 0.43 mol) was added to a LiHMDS solution (0.45 mol, 450 mL of a 1.0 M solution in THF) over 30 minutes at room temperature (a slight exotherm was observed) The resulting solution was stirred for 1 h. This solution was added to ethyl 4-fluorobenzoate (75.8 g, 0.45 mol, neat) over 1 h. The mixture was stirred overnight (16 h). Water (200 mL) was added and the mixture was extracted with EtOAc (2×200 mL). The organic layer was washed with brine (1×200 mL) and dried over Na2SO4. The... Reported procedure: The title compound was prepared in accordance with the general method 4 described in example 16 from bis(trichloromethyl) carbonate, 2-dimethylamino-ethylamine and (R)—N2-indan-1-yl-quinoline-2,6-diamine; MS: m/e=390.5 (M+H+). Reactants: C(OC(Cl)(Cl)Cl)(OC(Cl)(Cl)Cl)=O (bis(trichloromethyl) carbonate), CN(CCN)C (2-dimethylamino-ethylamine), [C@H]1(CCC2=CC=CC=C12)NC1=NC2=CC=C(C=C2C=C1)N ((R)—N2-indan-1-yl-quinoline-2,6-diamine). RXN SMILES: [C:1](=[O:12])(OC(Cl)(Cl)Cl)OC(Cl)(Cl)Cl.[CH3:13][N:14]([CH3:18])[CH2:15][CH2:16][NH2:17].[C@H:19]1([NH:28][C:29]2[CH:38]=[CH:37][C:36]3[C:31](=[CH:32][CH:33]=[C:34]([NH2:39])[CH:35]=3)[N:30]=2)[C:27]2[C:22](=[CH:23][CH:24]=[CH:25][CH:26]=2)[CH2:21][CH2:20]1>>[CH3:13][N:14]([CH3:18])[CH2:15][CH2:16][NH:17][C:1]([NH:39][C:34]1[CH:35]=[C:36]2[C:31](=[CH:32][CH:33]=1)[N:30]=[C:29]([NH:28][C@H:19]1[C:27]3[C:22](=[CH:23][CH:24]=[CH:25][CH:26]=3)[CH2:21][CH2:20]1)[CH:38]=[CH:37]2)=[O:12]. Yields the product CN(CCNC(=O)NC=1C=C2C=CC(=NC2=CC1)N[C@@H]1CCC2=CC=CC=C12)C (1-(2-Dimethylamino-ethyl)-3-[2-((R)-indan-1-ylamino)-quinolin-6-yl]-urea).